Dataset: the Open Reaction Database (ORD), a public repository of structured organic reaction records. Task: describe an organic reaction: reactants, conditions, products, and yield The reactants are Cl.ClC=1C=CC(=C2C=CC(=NC12)C)OC (8-chloro-5-methoxy-2-methylquinoline hydrochloride), [OH-].[Na+] (sodium hydroxide). The reagents and catalysts are [Pd] (palladium). The solvent is CO (methanol). Conditions: time 3 hour. Yields the product COC1=C2C=CC(=NC2=CC=C1)C (5-methoxy-2-methylquinoline). Yield: 101.5%. RXN SMILES: Cl.Cl[C:3]1[CH:4]=[CH:5][C:6]([O:14][CH3:15])=[C:7]2[C:12]=1[N:11]=[C:10]([CH3:13])[CH:9]=[CH:8]2.[OH-].[Na+]>[Pd].CO>[CH3:15][O:14][C:6]1[CH:5]=[CH:4][CH:3]=[C:12]2[C:7]=1[CH:8]=[CH:9][C:10]([CH3:13])=[N:11]2 |f:0.1,2.3|. Procedure: A 1000-mL round-bottom flask was charged with 8-chloro-5-methoxy-2-methylquinoline hydrochloride (50.0 g, 204.8 mmol), methanol (300 mL), aqueous sodium hydroxide solution (3 M, 205 mL), and 10% palladium on active carbon (25 g). The system was purged with hydrogen gas, and the resulting mixture was stirred under a hydrogen atmosphere for 3 h at room temperature. The reaction mixture was filtered through a pad of Celite and concentrated under vacuum to remove most of methanol. The resulting solu... The reactants are COC(C1=CC=C(C=C1)C(=O)C1=CC=2C(CCC(C2C=C1O)(C)C)(C)C)=O (4-[(3-hydroxy-5,6,7,8-tetrahydro-5,5,8,8-tetramethyl-2-naphthyl)carbonyl]benzoic acid methyl ester), [OH-].[K+] (KOH), BrCCCCCC (bromohexane). The solvent is CS(=O)C (DMSO), CS(=O)C (DMSO). Run at time 10 hour. Product: C(C1=CC=CC=C1)(=O)O (benzoic acid). RXN SMILES: C[O:2][C:3](=[O:27])[C:4]1[CH:9]=[CH:8][C:7](C(C2C(O)=CC3C(C)(C)CCC(C)(C)C=3C=2)=O)=[CH:6][CH:5]=1.[OH-].[K+].BrCCCCCC>CS(C)=O>[C:3]([OH:27])(=[O:2])[C:4]1[CH:9]=[CH:8][CH:7]=[CH:6][CH:5]=1 |f:1.2|. Procedure: A solution of the 4-[(3-hydroxy-5,6,7,8-tetrahydro-5,5,8,8-tetramethyl-2-naphthyl)carbonyl]benzoic acid methyl ester (from Example 7, 433 mg, 1.18 mmol) in DMSO (2 mL) was treated with KOH (1.5 mmol) at 0° C. and allowed to warm to ambient temperature over 1 h. The yellow solution was cooled again to 0° C. and treated with a solution of bromohexane (156 mL, 1.30 mmol) in DMSO (1 mL) and allowed to warm to ambient temperature and stirred for 10 h. The reaction was quenched with saturated aqueous ... Reactants: CC[O-], CCO, CCOC=O, Cl, [Na+], Cc1ccsc1C(=O)Nc1cccc(C(=O)c2ccc3c(c2)NC(=O)C3)c1. Yields the product Cc1ccsc1C(=O)Nc1cccc(C(=O)c2ccc3c(c2)NC(=O)C3=CO)c1. RXN SMILES: [CH3:34][CH2:35][O-:36].[CH3:38][CH2:39][OH:40].[CH:28](=[O:29])[O:30][CH2:31][CH3:32].[ClH:37].[Na+:33].[O:1]=[C:2]1[NH:3][c:4]2[cH:5][c:6]([C:11](=[O:12])[c:13]3[cH:14][c:15]([NH:19][C:20](=[O:21])[c:22]4[s:23][cH:24][cH:25][c:26]4[CH3:27])[cH:16][cH:17][cH:18]3)[cH:7][cH:8][c:9]2[CH2:10]1>>[O:1]=[C:2]1[NH:3][c:4]2[cH:5][c:6]([C:11](=[O:12])[c:13]3[cH:14][c:15]([NH:19][C:20](=[O:21])[c:22]4[s:23][cH:24][cH:25][c:26]4[CH3:27])[cH:16][cH:17][cH:18]3)[cH:7][cH:8][c:9]2[C:10]1=[CH:28][OH:29]. The reactants are CC(=O)OC(C)=O, Fc1cccc(C2NCC3(CC3)c3c2[nH]c2ccccc32)c1, c1ccncc1. Product: CC(=O)N1CC2(CC2)c2c([nH]c3ccccc23)C1c1cccc(F)c1. As a reaction SMILES: [CH3:23][C:24](=[O:25])[O:26][C:27](=[O:28])[CH3:29].[F:1][c:2]1[cH:3][c:4]([CH:8]2[NH:9][CH2:10][C:11]3([c:12]4[c:13]5[cH:14][cH:15][cH:16][cH:17][c:18]5[nH:19][c:20]42)[CH2:21][CH2:22]3)[cH:5][cH:6][cH:7]1.[cH:30]1[cH:31][cH:32][n:33][cH:34][cH:35]1>>[F:1][c:2]1[cH:3][c:4]([CH:8]2[N:9]([C:24]([CH3:23])=[O:25])[CH2:10][C:11]3([c:12]4[c:13]5[cH:14][cH:15][cH:16][cH:17][c:18]5[nH:19][c:20]42)[CH2:21][CH2:22]3)[cH:5][cH:6][cH:7]1. Reactants: O=C([O-])[O-], CCOC(CCl)OCC, CCOC(C)=O, [I-], [K+], [K+], [K+], CN(C)C=O, O, O=C(O)c1ccccc1. Product: CCOC(COC(=O)c1ccccc1)OCC. RXN SMILES: [C:21](=[O:22])([O-:23])[O-:24].[CH2:1]([CH3:2])[O:3][CH:4]([CH2:5][Cl:6])[O:7][CH2:8][CH3:9].[CH3:27][CH2:28][O:29][C:30](=[O:31])[CH3:32].[I-:20].[K+:19].[K+:25].[K+:26].[O:34]=[CH:35][N:36]([CH3:37])[CH3:38].[OH2:33].[OH:10][C:11](=[O:12])[c:13]1[cH:14][cH:15][cH:16][cH:17][cH:18]1>>[CH2:1]([CH3:2])[O:3][CH:4]([CH2:5][O:12][C:11](=[O:10])[c:13]1[cH:14][cH:15][cH:16][cH:17][cH:18]1)[O:7][CH2:8][CH3:9]. Product: Fc1ccc(Cl)cc1-c1nc(Cl)c2c(n1)CCCC2. As a reaction SMILES: [CH2:30]([Cl:31])[Cl:32].[Cl:1][c:2]1[cH:3][cH:4][c:5]([F:19])[c:6](-[c:8]2[n:9][c:10]3[c:15]([c:16]([OH:18])[n:17]2)[CH2:14][CH2:13][CH2:12][CH2:11]3)[cH:7]1.[Na+:24].[O-:20][C:21]([OH:22])=[O:23].[P:25]([Cl:26])([Cl:27])([Cl:28])=[O:29]>>[Cl:1][c:2]1[cH:3][cH:4][c:5]([F:19])[c:6](-[c:8]2[n:9][c:10]3[c:15]([c:16]([Cl:27])[n:17]2)[CH2:14][CH2:13][CH2:12][CH2:11]3)[cH:7]1. Reactants: ClCCl, Oc1nc(-c2cc(Cl)ccc2F)nc2c1CCCC2, [Na+], O=C([O-])O, O=P(Cl)(Cl)Cl.